This data is from the Open Reaction Database (ORD), a public repository of structured organic reaction records. The task is: describe an organic reaction: reactants, conditions, products, and yield The reactants are CC(C)c1ccc2c(Nc3cc(C(=O)NC(C)c4ccccc4)ccc3Sc3ccc(NC(=O)OC(C)(C)C)cc3)ncnc2n1, CCOC(C)=O, ClCCl, [K+], [K+], O=C([O-])[O-], O=C(O)C(F)(F)F. Product: CC(C)c1ccc2c(Nc3cc(C(=O)NC(C)c4ccccc4)ccc3Sc3ccc(N)cc3)ncnc2n1. As a reaction SMILES: [C:1]([O:2][C:3](=[O:4])[NH:7][c:8]1[cH:9][cH:10][c:11]([S:14][c:15]2[c:16]([NH:32][c:33]3[c:34]4[c:35]([n:36][cH:37][n:38]3)[n:39][c:40]([CH:43]([CH3:44])[CH3:45])[cH:41][cH:42]4)[cH:17][c:18]([C:21]([NH:22][CH:23]([CH3:24])[c:25]3[cH:26][cH:27][cH:28][cH:29][cH:30]3)=[O:31])[cH:19][cH:20]2)[cH:12][cH:13]1)([CH3:5])([CH3:6])[CH3:46].[CH3:54][CH2:55][O:56][C:57]([CH3:58])=[O:59].[Cl:66][CH2:67][Cl:68].[K+:60].[K+:61].[O-:62][C:63]([O-:64])=[O:65].[OH:47][C:48]([C:49]([F:50])([F:51])[F:52])=[O:53]>>[NH2:7][c:8]1[cH:9][cH:10][c:11]([S:14][c:15]2[c:16]([NH:32][c:33]3[c:34]4[c:35]([n:36][cH:37][n:38]3)[n:39][c:40]([CH:43]([CH3:44])[CH3:45])[cH:41][cH:42]4)[cH:17][c:18]([C:21]([NH:22][CH:23]([CH3:24])[c:25]3[cH:26][cH:27][cH:28][cH:29][cH:30]3)=[O:31])[cH:19][cH:20]2)[cH:12][cH:13]1. Starting materials: CC(C=C)(C(C)C)C (3,3,4-Trimethylpentene), C1CCOC1 (THF), solution, C1CCOC1 (THF). Yields the product CC(CCO)(C(C)C)C (3,3,4-trimethylpentanol). As a reaction SMILES: [CH3:1][C:2]([CH3:8])([CH:5]([CH3:7])[CH3:6])[CH:3]=[CH2:4].C1C[O:12]CC1>>[CH3:1][C:2]([CH3:8])([CH:5]([CH3:7])[CH3:6])[CH2:3][CH2:4][OH:12]. Procedure: 3,3,4-Trimethylpentene (1 equiv) is dissolved in dry THF under Ar. The reaction mixture is cooled to −78° C. at which time a 1 M solution of borane/dimethylsulfide complex in THF (0.4 equiv) is added dropwise. The cold bath is removed and the reaction mixture is allowed to warm to ambient temperature. The reaction mixture is carefully diluted with a solution of sodium acetate in aqueous hydrogen peroxide (large exess). The reaction mixture is stirred at ambient temperature and then diluted with ...